Dataset: the Open Reaction Database (ORD), a public repository of structured organic reaction records. Task: describe an organic reaction: reactants, conditions, products, and yield The reactants are FC1=CC=C(C=C1)C1=C(C=NN1C)/C=C/C(=O)NC1=CC=C(CNC(OC(C)(C)C)=O)C=C1 (tert-butyl [4-({(2E)-3-[5-(4-fluorophenyl)-1-methyl-1H-pyrazol-4-yl]prop-2-enoyl}amino)benzyl]carbamate), Cl (hydrogenchloride), C(C)(=O)OCC (ethyl acetate). Reaction conditions: temperature 70 celsius, time 15 hour. Product: FC1=CC=C(C=C1)C1=C(C=NN1C)/C=C/C(=O)NC1=CC=C(C=C1)CNC(CC)=O ((2E)-3-[5-(4-fluorophenyl)-1-methyl-1H-pyrazol-4-yl]-N-{4-[(propionylamino)methyl]phenyl}acrylamide). Reaction SMILES: [F:1][C:2]1[CH:7]=[CH:6][C:5]([C:8]2[N:12]([CH3:13])[N:11]=[CH:10][C:9]=2/[CH:14]=[CH:15]/[C:16]([NH:18][C:19]2[CH:33]=[CH:32][C:22]([CH2:23][NH:24][C:25](=[O:31])OC(C)(C)C)=[CH:21][CH:20]=2)=[O:17])=[CH:4][CH:3]=1.Cl.[C:35](OCC)(=O)[CH3:36]>>[F:1][C:2]1[CH:7]=[CH:6][C:5]([C:8]2[N:12]([CH3:13])[N:11]=[CH:10][C:9]=2/[CH:14]=[CH:15]/[C:16]([NH:18][C:19]2[CH:33]=[CH:32][C:22]([CH2:23][NH:24][C:25](=[O:31])[CH2:35][CH3:36])=[CH:21][CH:20]=2)=[O:17])=[CH:4][CH:3]=1. Reported procedure: A mixture of tert-butyl [4-({(2E)-3-[5-(4-fluorophenyl)-1-methyl-1H-pyrazol-4-yl]prop-2-enoyl}amino)benzyl]carbamate (2.0 g) and 4N hydrogenchloride in ethyl acetate (80 mL) was stirred at 70° C. for 15 hrs. The precipitated crystals were collected by filtration, and washed with ethyl acetate. Triethylamine (0.39 g) was added to a solution (10 mL) of the obtained crystals (1.00 g) in N,N-dimethylacetamide at room temperature. The reaction mixture was stirred at room temperature for 30 min. and p... Reactants: Nc1nonc1-c1nc2ccccc2n1CC(=O)c1ccc(Br)cc1, O=C([O-])O, CCO, Cl, NO, [Na+]. Product: Nc1nonc1-c1nc2ccccc2n1CC(=NO)c1ccc(Br)cc1. As a reaction SMILES: [Br:1][c:2]1[cH:3][cH:4][c:5]([C:6]([CH2:7][n:8]2[c:9](-[c:17]3[c:18]([NH2:22])[n:19][o:20][n:21]3)[n:10][c:11]3[c:12]2[cH:13][cH:14][cH:15][cH:16]3)=[O:23])[cH:24][cH:25]1.[C:26](=[O:27])([OH:28])[O-:29].[CH3:34][CH2:35][OH:36].[ClH:31].[NH2:32][OH:33].[Na+:30]>>[Br:1][c:2]1[cH:3][cH:4][c:5]([C:6]([CH2:7][n:8]2[c:9](-[c:17]3[c:18]([NH2:22])[n:19][o:20][n:21]3)[n:10][c:11]3[c:12]2[cH:13][cH:14][cH:15][cH:16]3)=[N:32][OH:33])[cH:24][cH:25]1. The reactants are C[Si](ON)(C)C (O-Trimethylsilylhydroxylamine), C(C)(=O)NC[C@H]1CN(C(O1)=O)C1=CC(=C(C=C1)C#N)F (5-(S)-acetamidomethyl-3-[4′-cyano-3′-fluorophenyl]oxazolidine-2-one). The solvent is C(C)O (ethanol). Reaction conditions: time 48 hour. Yields the product C(C)(=O)NC[C@H]1CN(C(O1)=O)C1=CC(=C(C=C1)C(NO)=N)F (5-(S)-Acetamidomethyl-3-[4′-(N-hydroxyamidino)-3′-fluorophenyl]oxazolidine-2-one). Reaction SMILES: C[Si](C)(C)[O:3][NH2:4].[C:7]([NH:10][CH2:11][C@@H:12]1[O:16][C:15](=[O:17])[N:14]([C:18]2[CH:23]=[CH:22][C:21]([C:24]#[N:25])=[C:20]([F:26])[CH:19]=2)[CH2:13]1)(=[O:9])[CH3:8]>C(O)C>[C:7]([NH:10][CH2:11][C@@H:12]1[O:16][C:15](=[O:17])[N:14]([C:18]2[CH:23]=[CH:22][C:21]([C:24](=[NH:25])[NH:4][OH:3])=[C:20]([F:26])[CH:19]=2)[CH2:13]1)(=[O:9])[CH3:8]. Reported procedure: O-Trimethylsilylhydroxylamine (0.37 ml, 3.0 mmol) and 5-(S)-acetamidomethyl-3-[4′-cyano-3′-fluorophenyl]oxazolidine-2-one (0.277 g, 1.0 mmol) in ethanol (3.0 ml) were stirred at 80° C. in a sealed reaction vial for 2.5 h. The mixture was left at r.t. for 48 h, and the crystallized product filtered, rinsed with ethanol (ca. 0.75 ml), washed with ether, and dried under vacuum. Yellow crystals. Yield 0.260 g (84%). HPLC: Rt 2.6 min. MS (m/z): [M+H]+=311. The reactants are CC(C)(C)C(C(=O)[O-])N(Cc1cccc(C(F)(F)F)c1)S(=O)(=O)c1ccc(-c2ccc(-c3c(Cc4ccccc4)oc4ccccc34)cc2)cc1, ClCCl, O=C(O)C(F)(F)F. Yields the product O=C(O)CN(Cc1cccc(C(F)(F)F)c1)S(=O)(=O)c1ccc(-c2ccc(-c3c(Cc4ccccc4)oc4ccccc34)cc2)cc1. Reaction SMILES: [C:1]([CH3:2])([CH3:3])([CH3:4])[CH:5]([C:6](=[O:7])[O-:8])[N:9]([CH2:10][c:11]1[cH:12][c:13]([C:17]([F:18])([F:19])[F:20])[cH:14][cH:15][cH:16]1)[S:21](=[O:22])(=[O:23])[c:24]1[cH:25][cH:26][c:27](-[c:30]2[cH:31][cH:32][c:33](-[c:36]3[c:37]([CH2:45][c:46]4[cH:47][cH:48][cH:49][cH:50][cH:51]4)[o:38][c:39]4[c:40]3[cH:41][cH:42][cH:43][cH:44]4)[cH:34][cH:35]2)[cH:28][cH:29]1.[CH2:59]([Cl:60])[Cl:61].[F:52][C:53]([F:54])([F:55])[C:56]([OH:57])=[O:58]>>[CH2:5]([C:6](=[O:7])[OH:8])[N:9]([CH2:10][c:11]1[cH:12][c:13]([C:17]([F:18])([F:19])[F:20])[cH:14][cH:15][cH:16]1)[S:21](=[O:22])(=[O:23])[c:24]1[cH:25][cH:26][c:27](-[c:30]2[cH:31][cH:32][c:33](-[c:36]3[c:37]([CH2:45][c:46]4[cH:47][cH:48][cH:49][cH:50][cH:51]4)[o:38][c:39]4[c:40]3[cH:41][cH:42][cH:43][cH:44]4)[cH:34][cH:35]2)[cH:28][cH:29]1. The reactants are CCOC(C)=O, O=Cc1ccc(Cl)cc1, N#C[Na]. Product: CCOC(=O)CCC(=O)c1ccc(Cl)cc1. As a reaction SMILES: [CH3:13][CH2:14][O:15][C:16]([CH3:17])=[O:18].[Cl:1][c:2]1[cH:3][cH:4][c:5]([CH:6]=[O:7])[cH:8][cH:9]1.[Na:10][C:11]#[N:12]>>[Cl:1][c:2]1[cH:3][cH:4][c:5]([C:6](=[O:7])[CH2:11][CH2:17][C:16]([O:15][CH2:14][CH3:13])=[O:18])[cH:8][cH:9]1. Starting materials: C(C)(=O)OC(C)=O (Acetic anhydride), NC=1C=C(C=CC1)CC1(C(C2=CC=CC=C2C1)=O)C (2-[(3-aminophenyl)methyl]-2-methyl-1-indanone), C([O-])(O)=O.[Na+] (sodium bicarbonate). Run in C(C)(=O)OCC (ethyl acetate), C(C)(=O)OCC (ethyl acetate). Run at time 2 hour. Yields the product C(C)(=O)NC=1C=C(C=CC1)CC1(C(C2=CC=CC=C2C1)=O)C (2-[(3-Acetamidophenyl)methyl]-2-methyl-1-indanone). RXN SMILES: [C:1](OC(=O)C)(=[O:3])[CH3:2].[NH2:8][C:9]1[CH:10]=[C:11]([CH2:15][C:16]2([CH3:26])[CH2:24][C:23]3[C:18](=[CH:19][CH:20]=[CH:21][CH:22]=3)[C:17]2=[O:25])[CH:12]=[CH:13][CH:14]=1.C(=O)(O)[O-].[Na+]>C(OCC)(=O)C>[C:1]([NH:8][C:9]1[CH:10]=[C:11]([CH2:15][C:16]2([CH3:26])[CH2:24][C:23]3[C:18](=[CH:19][CH:20]=[CH:21][CH:22]=3)[C:17]2=[O:25])[CH:12]=[CH:13][CH:14]=1)(=[O:3])[CH3:2] |f:2.3|. Procedure details: Acetic anhydride (41.75 mL, 0.46 mol) was added to a stirred solution of 2-[(3-aminophenyl)methyl]-2-methyl-1-indanone (37.00 g, 0.147 mol) in ethyl acetate (800 mL) and this mixture was stirred at room temperature for 2 h. Saturated sodium bicarbonate (600 mL) was added to the resulting mixture, followed by successive washes of the aqueous layer with ethyl acetate. The combined organic extracts were washed with water (500 mL), dried (MgSO4) and concentrated in vacuo to give the title compound a...